From a dataset of the Open Reaction Database (ORD), a public repository of structured organic reaction records. describe an organic reaction: reactants, conditions, products, and yield Starting materials: BrC1=NC(=CC=C1)Br (2,6-Dibromopyridine), C([O-])([O-])=O.[K+].[K+] (potassium carbonate), CC1(OB(OC1(C)C)C=1CCOCC1)C (4-(4,4,5,5-Tetramethyl-1,3,2-dioxaborolan-2-yl)-3,6-dihydro-2H-pyran). Reagents/catalysts: C1=CC=C(C=C1)P([C-]2C=CC=C2)C3=CC=CC=C3.C1=CC=C(C=C1)P([C-]2C=CC=C2)C3=CC=CC=C3.Cl[Pd]Cl.[Fe+2] (PdCl2(dppf)). Solvent: CN(C)C=O (DMF). Run at temperature 80 celsius. The product is BrC1=NC(=CC=C1)C=1CCOCC1 (2-Bromo-6-(3,6-dihydro-2H-pyran-4-yl)pyridine). As a reaction SMILES: Br[C:2]1[CH:7]=[CH:6][CH:5]=[C:4]([Br:8])[N:3]=1.C(=O)([O-])[O-].[K+].[K+].CC1(C)C(C)(C)OB([C:23]2[CH2:24][CH2:25][O:26][CH2:27][CH:28]=2)O1>CN(C=O)C.C1C=CC(P(C2C=CC=CC=2)[C-]2C=CC=C2)=CC=1.C1C=CC(P(C2C=CC=CC=2)[C-]2C=CC=C2)=CC=1.Cl[Pd]Cl.[Fe+2]>[Br:8][C:4]1[CH:5]=[CH:6][CH:7]=[C:2]([C:23]2[CH2:28][CH2:27][O:26][CH2:25][CH:24]=2)[N:3]=1 |f:1.2.3,6.7.8.9|. Reported procedure: 2,6-Dibromopyridine (710 mg, 3.00 mmol), potassium carbonate (1184 mg, 8.57 mmol), PdCl2(dppf) (104 mg, 0.14 mmol) were placed in a flask and the flask was purged with argon. 4-(4,4,5,5-Tetramethyl-1,3,2-dioxaborolan-2-yl)-3,6-dihydro-2H-pyran (600 mg, 2.86 mmol) was dissolved in degassed DMF (19 mL), added to the reaction mixture and 5 argon/vacuum purge cycles were performed. The reaction was heated at 80° C. overnight. The reaction was cooled to room temperature, diluted with ethyl acetate, w... Reactants: ClC(C)OC(=O)Cl (1-chloroethyl-chloroformate), ClC1=CC=C(C=C1)[C@H]1CN(CC[C@@H]1[C@H](C)OC1=CC(=C(C=C1)Cl)Cl)C(=O)C1CCN(CC1)C1=NC=C(C=C1)C#N (4-{(3S,4S)-3-(4-Chloro-phenyl)-4-[(S)-1-(3,4-dichloro-phenoxy)-ethyl]-piperidine-1-carbonyl}-3,4,5,6-tetrahydro-2H-[1,2′]bipyridinyl-5′-carbonitrile), N1CCCCC1 (piperidine), C(C1=CC=CC=C1)N1C[C@@H]([C@H](CC1)[C@@H](C)O)C1=CC(=C(C=C1)F)F ((R)-1-[(3S,4S)-1-Benzyl-3-(3,4-difluoro-phenyl)-piperidin-4-yl]-ethanol), ClC=1C=CC(=NC1)O (5-Chloro-2-hydroxy-pyridine), CCN(C(C)C)C(C)C (DIPEA). Solvent: CO (methanol). Yields the product ClC=1C=CC(=NC1)O[C@@H](C)[C@@H]1[C@H](CNCC1)C1=CC(=C(C=C1)F)F (5-Chloro-2-{(S)-1-[(3S,4S)-3-(3,4-difluoro-phenyl)-piperidin-4-yl]-ethoxy}-pyridine). RXN SMILES: ClC1C=CC([C@@H]2[C@@H]([C@@H](OC3C=CC(Cl)=C(Cl)C=3)C)CCN(C(C3CCN(C4C=CC(C#N)=CN=4)CC3)=O)C2)=CC=1.N1CCCCC1.C([N:54]1[CH2:59][CH2:58][C@H:57]([C@H:60]([OH:62])[CH3:61])[C@@H:56]([C:63]2[CH:68]=[CH:67][C:66]([F:69])=[C:65]([F:70])[CH:64]=2)[CH2:55]1)C1C=CC=CC=1.[Cl:71][C:72]1[CH:73]=[CH:74][C:75](O)=[N:76][CH:77]=1.ClC(OC(Cl)=O)C.CCN(C(C)C)C(C)C>CO>[Cl:71][C:72]1[CH:73]=[CH:74][C:75]([O:62][C@H:60]([C@H:57]2[CH2:58][CH2:59][NH:54][CH2:55][C@@H:56]2[C:63]2[CH:68]=[CH:67][C:66]([F:69])=[C:65]([F:70])[CH:64]=2)[CH3:61])=[N:76][CH:77]=1. Reported procedure: In analogy to the procedure described for the synthesis of 4-{(3S,4S)-3-(4-Chloro-phenyl)-4-[(S)-1-(3,4-dichloro-phenoxy)-ethyl]-piperidine-1-carbonyl}-3,4,5,6-tetrahydro-2H-[1,2′]bipyridinyl-5′-carbonitrile (example 49) the respective piperidine derivative was prepared from (R)-1-[(3S,4S)-1-Benzyl-3-(3,4-difluoro-phenyl)-piperidin-4-yl]-ethanol and 5-Chloro-2-hydroxy-pyridine via Mitsunobu reaction and subsequently the benzyl group was cleaved by treatment with 1-chloroethyl-chloroformate, DIPE... The reactants are COC(C1=CC(=C(C=C1)C#N)OCC1=CC=CC=C1)=O (3-Benzyloxy-4-cyano-benzoic acid methyl ester), [Li+].[BH4-] (LiBH4). The solvent is C1CCOC1 (THF), C1CCOC1 (THF). Reaction conditions: temperature 70 celsius. Product: C(C1=CC=CC=C1)OC1=C(C#N)C=CC(=C1)CO (2-Benzyloxy-4-hydroxymethyl-benzonitrile). RXN SMILES: C[O:2][C:3](=O)[C:4]1[CH:9]=[CH:8][C:7]([C:10]#[N:11])=[C:6]([O:12][CH2:13][C:14]2[CH:19]=[CH:18][CH:17]=[CH:16][CH:15]=2)[CH:5]=1.[Li+].[BH4-]>C1COCC1>[CH2:13]([O:12][C:6]1[CH:5]=[C:4]([CH2:3][OH:2])[CH:9]=[CH:8][C:7]=1[C:10]#[N:11])[C:14]1[CH:15]=[CH:16][CH:17]=[CH:18][CH:19]=1 |f:1.2|. Reported procedure: 3-Benzyloxy-4-cyano-benzoic acid methyl ester from step 1 (400 mg, 1.5 mmol ) was dissolved in THF (7.5 ml). LiBH4 in THF (2 M, 1.5 ml, 3 mmol) was added. The reaction mixture was heated at 70° C. for 3 hours. The reaction was quenched carefully with 3N HCl and then extracted with EtOAc (3×10 mL). The organic layers were combined, washed with brine, dried (MgSO4), filtered and concentrated to yield the desired product.